Dataset: the Open Reaction Database (ORD), a public repository of structured organic reaction records. Task: describe an organic reaction: reactants, conditions, products, and yield Starting materials: ClC=1C=C(C(N(N1)C)=O)NC1=NC=C(C=C1)N1[C@H](CN(CC1)C1COC1)C ((S)-6-Chloro-2-methyl-4-(5-(2-methyl-4-(oxetan-3-yl)piperazin-1-yl)pyridin-2-ylamino)pyridazin-3(2H)-one), C(C)(=O)OCC=1C(=NC=CC1B(O)O)N1C(C2=C(C=C(C=C2C=N1)C(C)(C)C)F)=O (3-(Acetoxymethyl)-2-(6-tert-butyl-8-fluoro-1-oxophthalazin-2(1H)-yl)pyridin-4-ylboronic Acid), [O-]P(=O)([O-])[O-].[K+].[K+].[K+] (K3PO4), O.O.O.C(C)(=O)[O-].[Na+] (sodium acetate trihydrate). Reagents/catalysts: C1=CC=C(C=C1)P([C-]2C=CC=C2)C3=CC=CC=C3.C1=CC=C(C=C1)P([C-]2C=CC=C2)C3=CC=CC=C3.Cl[Pd]Cl.[Fe+2] (Pd(dppf)Cl2). Solvent: C(C)#N.O (acetonitrile water). Run at temperature 100 celsius. Yields the product C(C)(=O)OCC=1C(=NC=CC1C1=NN(C(C(=C1)NC1=NC=C(C=C1)N1[C@H](CN(CC1)C1COC1)C)=O)C)N1C(C2=C(C=C(C=C2C=N1)C(C)(C)C)F)=O ((S)-(2-(6-tert-Butyl-8-fluoro-1-oxophthalazin-2(1H)-yl)-4-(1-methyl-5-(5-(2-methyl-4-(oxetan-3-yl)piperazin-1-yl)pyridin-2-ylamino)-6-oxo-1,6-dihydropyridazin-3-yl)pyridin-3-yl)methyl Acetate). The yield is 30.4%. RXN SMILES: Cl[C:2]1[CH:3]=[C:4]([NH:10][C:11]2[CH:16]=[CH:15][C:14]([N:17]3[CH2:22][CH2:21][N:20]([CH:23]4[CH2:26][O:25][CH2:24]4)[CH2:19][C@@H:18]3[CH3:27])=[CH:13][N:12]=2)[C:5](=[O:9])[N:6]([CH3:8])[N:7]=1.[C:28]([O:31][CH2:32][C:33]1[C:34]([N:42]2[N:51]=[CH:50][C:49]3[C:44](=[C:45]([F:56])[CH:46]=[C:47]([C:52]([CH3:55])([CH3:54])[CH3:53])[CH:48]=3)[C:43]2=[O:57])=[N:35][CH:36]=[CH:37][C:38]=1B(O)O)(=[O:30])[CH3:29].[O-]P([O-])([O-])=O.[K+].[K+].[K+].O.O.O.C([O-])(=O)C.[Na+]>C1C=CC(P(C2C=CC=CC=2)[C-]2C=CC=C2)=CC=1.C1C=CC(P(C2C=CC=CC=2)[C-]2C=CC=C2)=CC=1.Cl[Pd]Cl.[Fe+2].C(#N)C.O>[C:28]([O:31][CH2:32][C:33]1[C:34]([N:42]2[N:51]=[CH:50][C:49]3[C:44](=[C:45]([F:56])[CH:46]=[C:47]([C:52]([CH3:54])([CH3:53])[CH3:55])[CH:48]=3)[C:43]2=[O:57])=[N:35][CH:36]=[CH:37][C:38]=1[C:2]1[CH:3]=[C:4]([NH:10][C:11]2[CH:16]=[CH:15][C:14]([N:17]3[CH2:22][CH2:21][N:20]([CH:23]4[CH2:26][O:25][CH2:24]4)[CH2:19][C@@H:18]3[CH3:27])=[CH:13][N:12]=2)[C:5](=[O:9])[N:6]([CH3:8])[N:7]=1)(=[O:30])[CH3:29] |f:2.3.4.5,6.7.8.9.10,11.12.13.14,15.16|. Procedure: A round-bottomed flask equipped with a reflux condenser was charged with 117c (200 mg, 0.50 mmol), 3-(acetoxymethyl)-2-(6-tert-butyl-8-fluoro-1-oxophthalazin-2(1H)-yl)pyridin-4-yl-boronic acid 116c (300 mg, 0.75 mmol), Pd(dppf)Cl2 (25 mg, 0.025 mmol), K3PO4 (220 mg, 1.0 mmol), sodium acetate trihydrate (150 mg, 1.0 mmol), and acetonitrile/water (20/1 mL). After three cycles of vacuum/argon flush, the mixture was heated at 100° C. for 2 h. It was then cooled to room temperature and filtered. The ... Reactants: [BH4-], COC(=O)C(NC(=O)C(NC(=O)CC1CCC(C)=CC(Cc2ccccc2)C1=O)C(C)C)C(C)C, CCO, [Na+]. Yields the product COC(=O)C(NC(=O)C(NC(=O)CC1CCC(C)=CC(Cc2ccccc2)C1O)C(C)C)C(C)C. RXN SMILES: [BH4-:36].[CH3:1][O:2][C:3]([CH:4]([NH:5][C:6]([CH:7]([NH:8][C:9]([CH2:10][CH:11]1[C:12](=[O:26])[CH:13]([CH2:19][c:20]2[cH:21][cH:22][cH:23][cH:24][cH:25]2)[CH:14]=[C:15]([CH3:18])[CH2:16][CH2:17]1)=[O:27])[CH:28]([CH3:29])[CH3:30])=[O:31])[CH:32]([CH3:33])[CH3:34])=[O:35].[CH3:38][CH2:39][OH:40].[Na+:37]>>[CH3:1][O:2][C:3]([CH:4]([NH:5][C:6]([CH:7]([NH:8][C:9]([CH2:10][CH:11]1[CH:12]([OH:26])[CH:13]([CH2:19][c:20]2[cH:21][cH:22][cH:23][cH:24][cH:25]2)[CH:14]=[C:15]([CH3:18])[CH2:16][CH2:17]1)=[O:27])[CH:28]([CH3:29])[CH3:30])=[O:31])[CH:32]([CH3:33])[CH3:34])=[O:35]. The reactants are C(C=C)[C@@H]1OC=2C=CC=C(C2C=2C1=C1C(=CC(NC1=CC2)(C)C)C)O ((5S)-5-allyl-2,2,4-trimethyl-2,5-dihydro-1H-chromeno[3,4-f]quinolin-10-ol), solution, C(C)(C)(C)O[K] (tBuOK), IC (iodomethane), [NH4+].[Cl-] (NH4Cl). Solvent: C1CCOC1 (THF), CC(C)(C)OC (MTBE). Run at time 2 hour. Product: C(C=C)[C@@H]1OC=2C=CC=C(C2C=2C1=C1C(=CC(NC1=CC2)(C)C)C)OC ((5S)-5-allyl-10-methoxy-2,2,4-trimethyl-2,5-dihydro-1H-chromeno[3,4-f]quinoline). RXN SMILES: [CH2:1]([C@H:4]1[C:13]2=[C:14]3[C:19](=[CH:20][CH:21]=[C:12]2[C:11]2[C:10]([OH:25])=[CH:9][CH:8]=[CH:7][C:6]=2[O:5]1)[NH:18][C:17]([CH3:23])([CH3:22])[CH:16]=[C:15]3[CH3:24])[CH:2]=[CH2:3].[C:26](O[K])(C)(C)C.IC.[NH4+].[Cl-]>C1COCC1.CC(OC)(C)C>[CH2:1]([C@H:4]1[C:13]2=[C:14]3[C:19](=[CH:20][CH:21]=[C:12]2[C:11]2[C:10]([O:25][CH3:26])=[CH:9][CH:8]=[CH:7][C:6]=2[O:5]1)[NH:18][C:17]([CH3:23])([CH3:22])[CH:16]=[C:15]3[CH3:24])[CH:2]=[CH2:3] |f:3.4|. Reported procedure: The product from Example 9 (157 mg) in THF (10 ml) was treated with a 1.0 M solution of tBuOK (1.0 ml) at 0° C. and then treated with iodomethane (0.1 ml). After stirring at room temperature for 2 hours, the mixture was poured into a solution of saturated NH4Cl (15 mL) and stirred briefly before MTBE (15 mL) was added. After stirring for 5 minutes, the organic layer was separated, washed with brine, dried over Na2SO4 and concentrated to dryness. The residue was purified by column chromatography ...